Dataset: the Open Reaction Database (ORD), a public repository of structured organic reaction records. Task: describe an organic reaction: reactants, conditions, products, and yield Reactants: C1OC=2C=C(CCN)C=CC2OC1 (3,4-ethylenedioxyphenethylamine), ClC=1C2=C(N=C(N1)C1=CC=NO1)SC(=C2C)C (4-chloro-2-(isoxazol-5-yl)-5,6-dimethyl-thieno-[2,3-d]-pyrimidine). Yields the product O1N=CC=C1C=1N=C(C2=C(N1)SC(=C2C)C)NCCC2=CC1=C(C=C2)OCCO1 (2-(isoxazol-5-yl)-4-(3,4-ethylenedioxyphenethylamino)-5,6-dimethyl-thieno-[2,3-d]-pyrimidine). RXN SMILES: [CH2:1]1[CH2:13][O:12][C:11]2[CH:10]=[CH:9][C:5]([CH2:6][CH2:7][NH2:8])=[CH:4][C:3]=2[O:2]1.Cl[C:15]1[C:16]2[C:28]([CH3:29])=[C:27]([CH3:30])[S:26][C:17]=2[N:18]=[C:19]([C:21]2[O:25][N:24]=[CH:23][CH:22]=2)[N:20]=1>>[O:25]1[C:21]([C:19]2[N:20]=[C:15]([NH:8][CH2:7][CH2:6][C:5]3[CH:9]=[CH:10][C:11]4[O:12][CH2:13][CH2:1][O:2][C:3]=4[CH:4]=3)[C:16]3[C:28]([CH3:29])=[C:27]([CH3:30])[S:26][C:17]=3[N:18]=2)=[CH:22][CH:23]=[N:24]1. Procedure details: With the procedure of Example 1, the reaction of 3,4-ethylenedioxyphenethylamine with 4-chloro-2-(isoxazol-5-yl)-5,6-dimethyl-thieno-[2,3-d]-pyrimidine yields 2-(isoxazol-5-yl)-4-(3,4-ethylenedioxyphenethylamino)-5,6-dimethyl-thieno-[2,3-d]-pyrimidine. The reactants are C(C)(C)(C)OC(=O)NC1=C(C(=O)NCC(=O)N[C@H]2CN(CC2)CC2=C(C=C3C(=C2)OCO3)[N+](=O)[O-])C=C(C=C1)C(F)(F)F ((R)-3-[{N-(2-(tert-butoxycarbonylamino)-5-trifluoromethylbenzoyl)glycyl}amino]-1-(4,5-methylenedioxy-2-nitrobenzyl)pyrrolidine). Reagents/catalysts: [Pd] (Pd). Solvent: CO (methanol). Reaction conditions: time 8 hour. Yields the product NC1=C(CN2C[C@@H](CC2)NC(CNC(C2=C(C=CC(=C2)C(F)(F)F)NC(=O)OC(C)(C)C)=O)=O)C=C2C(=C1)OCO2 ((R)-1-(2-amino-4,5-methylenedioxybenzyl)-3-[{N-(2-(tert-butoxycarbonylamino)-5-trifluoromethylbenzoyl)glycyl}amino]pyrrolidine). Reaction SMILES: [C:1]([O:5][C:6]([NH:8][C:9]1[CH:39]=[CH:38][C:37]([C:40]([F:43])([F:42])[F:41])=[CH:36][C:10]=1[C:11]([NH:13][CH2:14][C:15]([NH:17][C@@H:18]1[CH2:22][CH2:21][N:20]([CH2:23][C:24]2[CH:29]=[C:28]3[O:30][CH2:31][O:32][C:27]3=[CH:26][C:25]=2[N+:33]([O-])=O)[CH2:19]1)=[O:16])=[O:12])=[O:7])([CH3:4])([CH3:3])[CH3:2]>[Pd].CO>[NH2:33][C:25]1[CH:26]=[C:27]2[O:32][CH2:31][O:30][C:28]2=[CH:29][C:24]=1[CH2:23][N:20]1[CH2:21][CH2:22][C@@H:18]([NH:17][C:15](=[O:16])[CH2:14][NH:13][C:11](=[O:12])[C:10]2[CH:36]=[C:37]([C:40]([F:43])([F:41])[F:42])[CH:38]=[CH:39][C:9]=2[NH:8][C:6]([O:5][C:1]([CH3:3])([CH3:4])[CH3:2])=[O:7])[CH2:19]1. Procedure details: A mixture of (R)-3-[{N-(2-(tert-butoxycarbonylamino)-5-trifluoromethylbenzoyl)glycyl}amino]-1-(4,5-methylenedioxy-2-nitrobenzyl)pyrrolidine prepared above, 10% Pd-activated carbone (22 mg), and methanol (3.0 mL) was stirred under a hydrogen atmosphere at room temperature overnight. The Pd catalyst was filtered off, and the filtrate was concentrated to afford (R)-1-(2-amino-4,5-methylenedioxybenzyl)-3-[{N-(2-(tert-butoxycarbonylamino)-5-trifluoromethylbenzoyl)glycyl}amino]pyrrolidine (87.1 mg, qu... Reactants: ice water, IC=1C=C(C=CC1)O (3-iodophenol), [OH-].[K+] (KOH), Br\C(=C/C(=O)OC)\C (methyl 3-bromocrotonate). The solvent is CN(C=O)C (dimethylformamide). Run at time 1 hour. Yields the product IC=1C=C(O/C(/C(=O)OC)=C\C)C=CC1 (Methyl α-(3-iodophenoxy)crotonate). Reaction SMILES: [I:1][C:2]1[CH:3]=[C:4]([OH:8])[CH:5]=[CH:6][CH:7]=1.[OH-].[K+].Br/[C:12](/[CH3:18])=[CH:13]\[C:14]([O:16][CH3:17])=[O:15]>CN(C)C=O>[I:1][C:2]1[CH:3]=[C:4]([CH:5]=[CH:6][CH:7]=1)[O:8]/[C:13](=[CH:12]\[CH3:18])/[C:14]([O:16][CH3:17])=[O:15] |f:1.2|. Reported procedure: A solution of 11 g (0.05 mol) of 3-iodophenol is added dropwise at 0 to 5° C. to a solution of 3 g (0.055 mol) of KOH in 30 ml of dimethylformamide. 9 g (0.05 mol) of methyl 3-bromocrotonate are added at this temperature, and stirring of the solution is continued for one hour at room temperature. The mixture is treated with ice-water and extracted using methyl tert-butyl ether, and the methyl tert-butyl ether phase is dried over Na2SO4 and concentrated in vacuo. The residue is purified by chroma... Starting materials: CC=1N=CSC1 (4-methyithiazole), 1.6-M n-butyllithium n-hexane, C(C)O (ethanol), ClC1=CC=C(C=O)C=C1 (4-chlorobenzaldehyde), O (water). Solvent: O1CCCC1 (tetrahydrofuran), O1CCCC1 (tetrahydrofuran), O1CCCC1 (tetrahydrofuran), C(C)OCC (diethyl ether). Run at temperature -60 celsius, time 1.5 hour. The product is ClC1=CC=C(C=C1)C(O)C=1SC=C(N1)C ((±)-(4-Chlorophenyl)(4-methylthiazol-2-yl)methanol). Isolated yield 73.7%. As a reaction SMILES: [CH3:1][C:2]1[N:3]=[CH:4][S:5][CH:6]=1.[Cl:7][C:8]1[CH:15]=[CH:14][C:11]([CH:12]=[O:13])=[CH:10][CH:9]=1.C(O)C.O>O1CCCC1.C(OCC)C>[Cl:7][C:8]1[CH:15]=[CH:14][C:11]([CH:12]([C:4]2[S:5][CH:6]=[C:2]([CH3:1])[N:3]=2)[OH:13])=[CH:10][CH:9]=1. Procedure: A solution of 5.949 g of 4-methyithiazole in 5 mL of tetrahydrofuran was added dropwise to 38 mL of a 1.6-M n-butyllithium/n-hexane solution in 6 mL of tetrahydrofuran under cooling at −60° C. After the mixture was stirred for 1.5 hours, a solution of 8.434 g of 4-chlorobenzaldehyde in 20 mL of tetrahydrofuran was added dropwise thereto. After the mixture was stirred at the same temperature for 1.8 hours, it took 2 hours to bring back to a room temperature, and then 15 mL of 50% ethanol aqueous ...